This data is from the Open Reaction Database (ORD), a public repository of structured organic reaction records. The task is: describe an organic reaction: reactants, conditions, products, and yield Reactants: [O-2].[Mg+2] (magnesium oxide), C1(=CC=CC=C1)O (phenol). Yields the product C1(=CC=CC=C1)[O-].[Mg+2].C1(=CC=CC=C1)[O-] (magnesium phenolate). As a reaction SMILES: [O-2].[Mg+2:2].[C:3]1([OH:9])[CH:8]=[CH:7][CH:6]=[CH:5][CH:4]=1>>[C:3]1([O-:9])[CH:8]=[CH:7][CH:6]=[CH:5][CH:4]=1.[Mg+2:2].[C:3]1([O-:9])[CH:8]=[CH:7][CH:6]=[CH:5][CH:4]=1 |f:0.1,3.4.5|. Procedure: A powder of commercial magnesium oxide (80 g) calcined at 550° C. and 282 g of phenol were charged in a ball mill and mixed at 150° C. for 16 hours. Phenol was thoroughly removed by vacuum evaporation to give magnesium phenolate-containing magnesium oxide of particle sizes 10-16 mesh. The reactants are CC1(C)OCC(CON)O1, CCN=C=NCCCN(C)C, CN1CCOCC1, CCOC(C)=O, O=C(O)c1ncc2cncn2c1Nc1ccc(I)cc1F, CN(C)C=O, On1nnc2ccccc21. Yields the product CC1(C)OCC(CONC(=O)c2ncc3cncn3c2Nc2ccc(I)cc2F)O1. Reaction SMILES: [CH3:22][C:23]1([CH3:31])[O:24][CH2:25][CH:26]([CH2:28][O:29][NH2:30])[O:27]1.[CH3:42][CH2:43][N:44]=[C:45]=[N:46][CH2:47][CH2:48][CH2:49][N:50]([CH3:51])[CH3:52].[CH3:53][N:54]1[CH2:55][CH2:56][O:57][CH2:58][CH2:59]1.[CH3:65][CH2:66][O:67][C:68](=[O:69])[CH3:70].[F:1][c:2]1[c:3]([NH:9][c:10]2[c:11]([C:19](=[O:20])[OH:21])[n:12][cH:13][c:14]3[n:15]2[cH:16][n:17][cH:18]3)[cH:4][cH:5][c:6]([I:8])[cH:7]1.[O:60]=[CH:61][N:62]([CH3:63])[CH3:64].[OH:32][n:33]1[c:34]2[c:35]([cH:36][cH:37][cH:38][cH:39]2)[n:40][n:41]1>>[F:1][c:2]1[c:3]([NH:9][c:10]2[c:11]([C:19](=[O:21])[NH:30][O:29][CH2:28][CH:26]3[CH2:25][O:24][C:23]([CH3:22])([CH3:31])[O:27]3)[n:12][cH:13][c:14]3[n:15]2[cH:16][n:17][cH:18]3)[cH:4][cH:5][c:6]([I:8])[cH:7]1. RXN SMILES: [C:1](Cl)(=[O:4])[CH2:2][CH3:3].Cl.[NH2:7][CH:8]1[CH2:20][C:19]2[C:11](=[CH:12][C:13]3[CH2:17][CH2:16][O:15][C:14]=3[CH:18]=2)[CH2:10][CH2:9]1>C1C=CC=CC=1.C(N(CC)CC)C.O>[C:1]([NH:7][CH:8]1[CH2:20][C:19]2[C:11](=[CH:12][C:13]3[CH2:17][CH2:16][O:15][C:14]=3[CH:18]=2)[CH2:10][CH2:9]1)(=[O:4])[CH2:2][CH3:3] |f:1.2|. Procedure: A solution of propionyl chloride in 50 ml of benzene is added dropwise to a solution of 5 g of the compound of Example 2 in 100 ml of benzene and 4.2 ml of triethylamine. After one and a half hours' refluxing, the cooled mixture is diluted with water, separated off after being left to settle and extracted with benzene, and the organic phase is washed with water, dried over anhydrous sodium sulfate and evaporated under vacuum. The dry residue is recrystallized in acetonitrile. Product: C(CC)(=O)NC1CCC2=CC3=C(OCC3)C=C2C1 (7-(N-Propionylamino)-2,3,5,6,7,8-hexahydronaphtho[2,3-b]furan). Reactants: C(CC)(=O)Cl (propionyl chloride), Cl.NC1CCC2=CC3=C(OCC3)C=C2C1 (7-Amino-2,3,5,6,7,8-hexahydronaphtho[2,3-b]furan hydrochloride). Solvent: C1=CC=CC=C1 (benzene), C1=CC=CC=C1 (benzene), C(C)N(CC)CC (triethylamine), O (water). Reactants: COC(=O)C=1C(=CC=C2C3=C(COC12)OC=C3)N(COCC[Si](C)(C)C)S(=O)(=O)C3=C(C=C(C=C3)F)\C=C/CO (methyl-7-{N-[4-fluoro-2-((Z)-3-hydroxyprop-1-enyl)benzenesulfonyl]-N-(2-trimethylsilanylethoxymethyl)amino]-4H-furo[2,3-c]chromene-6-carboxylate), COC(=O)C=1C(=CC=C2C3=C(COC12)OC=C3)N(COCC[Si](C)(C)C)S(=O)(=O)C3=C(C=C(C=C3)F)\C=C/CO (methyl-7-{N-[4-fluoro-2-((Z)-3-hydroxyprop-1-enyl)benzenesulfonyl]-N-(2-trimethylsilanylethoxymethyl)amino]-4H-furo[2,3-c]chromene-6-carboxylate), C(C)(C)N(CC)C(C)C (diisopropylethylamine), CS(=O)(=O)Cl (Methanesulfonyl chloride), ice, C(C)N (Ethylamine). Solvent: C(Cl)Cl (DCM), C(Cl)Cl (DCM). Reaction conditions: time 30 minute. The product is C(C)NC\C=C/C1=C(C=CC(=C1)F)S(=O)(=O)N(COCC[Si](C)(C)C)C1=CC=C2C3=C(COC2=C1C(=O)OC)OC=C3 (methyl 7-{N-[2-((Z)-3-ethylaminoprop-1-enyl)-4-fluorobenzenesulfonyl]-N-(2-trimethylsilanylethoxymethyl)amino}-4H-furo[2,3-c]chromene-6-carboxylate). The yield is 92.8%. Reaction SMILES: CS(Cl)(=O)=O.[CH3:6][O:7][C:8]([C:10]1[C:11]([N:23]([S:32]([C:35]2[CH:40]=[CH:39][C:38]([F:41])=[CH:37][C:36]=2/[CH:42]=[CH:43]\[CH2:44]O)(=[O:34])=[O:33])[CH2:24][O:25][CH2:26][CH2:27][Si:28]([CH3:31])([CH3:30])[CH3:29])=[CH:12][CH:13]=[C:14]2[C:19]=1[O:18][CH2:17][C:16]1[O:20][CH:21]=[CH:22][C:15]2=1)=[O:9].[CH:46]([N:49](C(C)C)CC)(C)[CH3:47].C(N)C>C(Cl)Cl>[CH2:46]([NH:49][CH2:44]/[CH:43]=[CH:42]\[C:36]1[CH:37]=[C:38]([F:41])[CH:39]=[CH:40][C:35]=1[S:32]([N:23]([C:11]1[C:10]([C:8]([O:7][CH3:6])=[O:9])=[C:19]2[C:14]([C:15]3[CH:22]=[CH:21][O:20][C:16]=3[CH2:17][O:18]2)=[CH:13][CH:12]=1)[CH2:24][O:25][CH2:26][CH2:27][Si:28]([CH3:31])([CH3:30])[CH3:29])(=[O:33])=[O:34])[CH3:47]. Procedure details: Methanesulfonyl chloride (0.100 g) was added to an ice-cooled, stirred solution of methyl-7-{N-[4-fluoro-2-((Z)-3-hydroxyprop-1-enyl)benzenesulfonyl]-N-(2-trimethylsilanylethoxymethyl)amino]-4H-furo[2,3-c]chromene-6-carboxylate (Intermediate 48, 0.413 g) and diisopropylethylamine (0.226 g) in DCM (7 mL). The reaction mixture was stirred with ice cooling for 30 minutes. Ethylamine (2M in THF, 2 mL) was added and the reaction mixture was stirred at room temperature for 5 hours. It was diluted with... Yields the product COC([C@@H](NC(=O)OC(C)(C)C)CCCCNC(=O)OCC1=CC=CC=C1)=O (Nε -Benzyloxycarbonyl-Nα -(tert-butoxycarbonyl)-L-lysine methyl ester). Reported procedure: An ethyl solution of 1.48 g (3.9 mmol) of Nε -benzyloxycarbonyl-Nα -(tert-butoxycarbonyl)-L-lysine was combined with an ethyl ether solution of diazomethane at 0° C. The reaction mixture was evaporated to give a colorless oil in nearly quantitative yield (1.54 g). TLC Rf =0.38 (chloroform/ethyl acetate, 5:1). IR (neat) ν 3340, 1710, 1530 cm-1. NMR (CDCl3) δ 7.3 (5H, s), 7.25 (1H, m), 5.05 (2H, s), 5.0 (1H, m), 4.1 (1H, m), 3.8 (3H, s), 3.1 (2H, m), 2.0-1.1 (6H, m), 1.4 (9H, s). The product has t... Solvent: C(Cl)(Cl)Cl.C(C)(=O)OCC (chloroform ethyl acetate). RXN SMILES: [CH2:1]([O:8][C:9]([NH:11][CH2:12][CH2:13][CH2:14][CH2:15][C@@H:16]([C:25]([OH:27])=[O:26])[NH:17][C:18]([O:20][C:21]([CH3:24])([CH3:23])[CH3:22])=[O:19])=[O:10])[C:2]1[CH:7]=[CH:6][CH:5]=[CH:4][CH:3]=1.[CH2:28](OCC)C.[N+](=C)=[N-]>C(Cl)(Cl)Cl.C(OCC)(=O)C>[CH3:28][O:26][C:25](=[O:27])[C@H:16]([CH2:15][CH2:14][CH2:13][CH2:12][NH:11][C:9]([O:8][CH2:1][C:2]1[CH:3]=[CH:4][CH:5]=[CH:6][CH:7]=1)=[O:10])[NH:17][C:18]([O:20][C:21]([CH3:22])([CH3:23])[CH3:24])=[O:19] |f:3.4|. The reactants are ethyl, C(C1=CC=CC=C1)OC(=O)NCCCC[C@H](NC(=O)OC(C)(C)C)C(=O)O (Nε -benzyloxycarbonyl-Nα -(tert-butoxycarbonyl)-L-lysine), C(C)OCC (ethyl ether), [N+](=[N-])=C (diazomethane). The reactants are CC(=O)OC1CC2=CCC3C4CCC(C(C)CCC(OC(C)=O)C(C)C)C4(C)CCC3C2(C)C(OC(C)=O)C1, CO, [K+], [OH-], CC(C)C(O)CCC(C)C1CCC2C3=CC=C4CC(O)CC(O)C4(C)C3CCC21C. Yields the product CC(=O)OC1CC2=CC=C3C4CCC(C(C)CCC(OC(C)=O)C(C)C)C4(C)CCC3C2(C)C(OC(C)=O)C1. As a reaction SMILES: [C:1]([CH3:2])(=[O:3])[O:4][CH:5]1[CH2:6][CH:7]([O:36][C:37]([CH3:38])=[O:39])[CH2:8][C:9]2=[CH:10][CH2:11][CH:12]3[CH:13]4[CH2:14][CH2:15][CH:16]([CH:17]([CH2:18][CH2:19][CH:20]([CH:21]([CH3:22])[CH3:23])[O:24][C:25]([CH3:26])=[O:27])[CH3:28])[C:29]4([CH3:35])[CH2:30][CH2:31][CH:32]3[C:33]12[CH3:34].[CH3:72][OH:73].[K+:41].[OH-:40].[OH:42][CH:43]1[C:44]2([CH3:45])[C:46](=[CH:47][CH:48]=[C:49]3[CH:50]2[CH2:51][CH2:52][C:53]2([CH3:54])[CH:55]3[CH2:56][CH2:57][CH:58]2[CH:59]([CH3:60])[CH2:61][CH2:62][CH:63]([OH:64])[CH:65]([CH3:66])[CH3:67])[CH2:68][CH:69]([OH:70])[CH2:71]1>>[C:1]([CH3:2])(=[O:3])[O:4][CH:5]1[CH2:6][CH:7]([O:36][C:37]([CH3:38])=[O:39])[CH2:8][C:9]2=[CH:10][CH:11]=[C:12]3[CH:13]4[CH2:14][CH2:15][CH:16]([CH:17]([CH2:18][CH2:19][CH:20]([CH:21]([CH3:22])[CH3:23])[O:24][C:25]([CH3:26])=[O:27])[CH3:28])[C:29]4([CH3:35])[CH2:30][CH2:31][CH:32]3[C:33]12[CH3:34].